This data is from the Open Reaction Database (ORD), a public repository of structured organic reaction records. The task is: describe an organic reaction: reactants, conditions, products, and yield The reactants are ClC1=CC=C(C=C1)C1=NC=CC(=N1)N1CCOCC1 (4-(2-(4-chlorophenyl)pyrimidin-4-yl)morpholine), PTFE, C1(CC1)NC(NC1=CC=C(C=C1)B1OC(C)(C)C(C)(C)O1)=O ((4-(3-cyclopropylureido)phenyl)boronic acid pinacol ester), C(=O)([O-])[O-].[Cs+].[Cs+] (Cs2CO3). Reagents/catalysts: Cl[Pd]([P](C1=CC=CC=C1)(C2=CC=CC=C2)C3=CC=CC=C3)([P](C4=CC=CC=C4)(C5=CC=CC=C5)C6=CC=CC=C6)Cl (Pd(PPh3)2Cl2). Solvent: O1CCOCC1 (dioxane), CCOC(=O)C (EtOAc), O (water), O (water). Reaction conditions: temperature 140 celsius. Product: C1(CC1)NC(=O)NC1=CC=C(C=C1)C1=NC=CC(=N1)N1CCOCC1 (1-cyclopropyl-3-(4-(4-morpholinopyrimidin-2-yl)phenyl)urea). The yield is 46.0%. As a reaction SMILES: Cl[C:2]1[CH:7]=[CH:6][C:5]([C:8]2[N:13]=[C:12]([N:14]3[CH2:19][CH2:18][O:17][CH2:16][CH2:15]3)[CH:11]=[CH:10][N:9]=2)=[CH:4][CH:3]=1.[CH:20]1([NH:23][C:24](=[O:41])[NH:25]C2C=CC(B3OC(C)(C)C(C)(C)O3)=CC=2)[CH2:22][CH2:21]1.C([O-])([O-])=O.[Cs+].[Cs+]>O1CCOCC1.Cl[Pd](Cl)([P](C1C=CC=CC=1)(C1C=CC=CC=1)C1C=CC=CC=1)[P](C1C=CC=CC=1)(C1C=CC=CC=1)C1C=CC=CC=1.O.CCOC(C)=O>[CH:20]1([NH:23][C:24]([NH:25][C:2]2[CH:7]=[CH:6][C:5]([C:8]3[N:13]=[C:12]([N:14]4[CH2:19][CH2:18][O:17][CH2:16][CH2:15]4)[CH:11]=[CH:10][N:9]=3)=[CH:4][CH:3]=2)=[O:41])[CH2:22][CH2:21]1 |f:2.3.4,^1:56,75|. Reported procedure: 4-(2-(4-chlorophenyl)pyrimidin-4-yl)morpholine (100 mg 0.5 mmol), (4-(3-cyclopropylureido)phenyl)boronic acid pinacol ester (181 mg, 0.6 mmol), Cs2CO3 (326 mg, 1.0 mmol) and Pd(PPh3)2Cl2 (18 mg, 0.025 mmol) were combined in dioxane (3 ml) and water 0.7 ml). The reaction mixture was then heated by microwave at 140° C. for 20 min. The reaction mixture was portioned between EtOAc and water. The organic layer was passed through a PTFE hydrophobic frit and the solvent removed in vacuo. The solid resi... The reactants are CCO, [Na+], [OH-], O, CC(=O)C=Cc1ccccc1, O=Cc1cccs1. The product is O=C(C=Cc1ccccc1)C=Cc1cccs1. RXN SMILES: [CH3:22][CH2:23][OH:24].[Na+:20].[OH-:19].[OH2:21].[c:1]1([CH:7]=[CH:8][C:9]([CH3:10])=[O:11])[cH:2][cH:3][cH:4][cH:5][cH:6]1.[s:12]1[c:13]([CH:17]=[O:18])[cH:14][cH:15][cH:16]1>>[c:1]1([CH:7]=[CH:8][C:9]([CH:10]=[CH:17][c:13]2[s:12][cH:16][cH:15][cH:14]2)=[O:11])[cH:2][cH:3][cH:4][cH:5][cH:6]1. Product: Cc1ccc(N(Cc2cccnc2)S(C)(=O)=O)c(C)c1. As a reaction SMILES: [C:17](=[O:18])([O-:19])[O-:20].[CH3:1][c:2]1[c:3]([NH:9][CH2:10][c:11]2[cH:12][n:13][cH:14][cH:15][cH:16]2)[cH:4][cH:5][c:6]([CH3:8])[cH:7]1.[CH3:23][S:24]([Cl:25])(=[O:26])=[O:27].[Cl:28][CH2:29][Cl:30].[K+:21].[K+:22]>>[CH3:1][c:2]1[c:3]([N:9]([CH2:10][c:11]2[cH:12][n:13][cH:14][cH:15][cH:16]2)[S:24]([CH3:23])(=[O:26])=[O:27])[cH:4][cH:5][c:6]([CH3:8])[cH:7]1. The reactants are O=C([O-])[O-], Cc1ccc(NCc2cccnc2)c(C)c1, CS(=O)(=O)Cl, ClCCl, [K+], [K+].